Task: describe an organic reaction: reactants, conditions, products, and yield. Dataset: the Open Reaction Database (ORD), a public repository of structured organic reaction records The reactants are BrCC1COc2ccccc2O1, COC(=O)c1cccc2c1CNCC2, [K+], [K+], O=C([O-])[O-], CN(C)C=O, O. The product is COC(=O)c1cccc2c1CN(CC1COc3ccccc3O1)CC2. RXN SMILES: [Br:1][CH2:2][CH:3]1[CH2:4][O:5][c:6]2[c:7]([cH:9][cH:10][cH:11][cH:12]2)[O:8]1.[CH3:13][O:14][C:15](=[O:16])[c:17]1[cH:18][cH:19][cH:20][c:21]2[c:26]1[CH2:25][NH:24][CH2:23][CH2:22]2.[K+:27].[K+:28].[O-:29][C:30]([O-:31])=[O:32].[O:34]=[CH:35][N:36]([CH3:37])[CH3:38].[OH2:33]>>[CH2:2]([CH:3]1[CH2:4][O:5][c:6]2[c:7]([cH:9][cH:10][cH:11][cH:12]2)[O:8]1)[N:24]1[CH2:23][CH2:22][c:21]2[cH:20][cH:19][cH:18][c:17]([C:15]([O:14][CH3:13])=[O:16])[c:26]2[CH2:25]1. Reactants: C1(CCCCC1)NS(=O)(=O)C1=C(C=CC=C1)[N+](=O)[O-] (N-cyclohexyl-2-nitrobenzenesulfonamide). Reagents/catalysts: [Pd] (palladium on carbon). Run in CO (methanol). Run at time 12 hour. Yields the product NC1=C(C=CC=C1)S(=O)(=O)NC1CCCCC1 (2-amino-N-cyclohexylbenzenesulfonamide). The yield is 95.6%. RXN SMILES: [CH:1]1([NH:7][S:8]([C:11]2[CH:16]=[CH:15][CH:14]=[CH:13][C:12]=2[N+:17]([O-])=O)(=[O:10])=[O:9])[CH2:6][CH2:5][CH2:4][CH2:3][CH2:2]1>CO.[Pd]>[NH2:17][C:12]1[CH:13]=[CH:14][CH:15]=[CH:16][C:11]=1[S:8]([NH:7][CH:1]1[CH2:6][CH2:5][CH2:4][CH2:3][CH2:2]1)(=[O:10])=[O:9]. Procedure: To a solution of N-cyclohexyl-2-nitrobenzenesulfonamide (25.7 g, 90.5 mmol) in methanol (500 mL) was added palladium on carbon (10%). The mixture was stirred under an atmosphere of hydrogen for 12 hours. The catalyst was removed by filtration and the filtrate was evaporated to afford the product 2-amino-N-cyclohexylbenzenesulfonamide (22 g, yield 95.7%). 1H NMR (400 MHz, CDCl3) δ ppm 7.72-7.74 (dd, 1H, J=1.2 Hz, 8.0 Hz), 7.27-7.33 (m, 1H), 6.75-6.82 (m, 2H), 4.84 (s, 3H), 3.05-3.07 (m, 1H), 1.59... Starting materials: CC(C)(C)OC(=O)CCCn1c(-c2ccc(Cl)cc2)nn(CC(=O)NCC(C)(C)c2ccccc2C(F)(F)F)c1=O, Cl, C1COCCO1. The product is CC(C)(CNC(=O)Cn1nc(-c2ccc(Cl)cc2)n(CCCC(=O)O)c1=O)c1ccccc1C(F)(F)F. Reaction SMILES: [Cl:1][c:2]1[cH:3][cH:4][c:5](-[c:8]2[n:9][n:10]([CH2:24][C:25](=[O:26])[NH:27][CH2:28][C:29]([CH3:30])([c:31]3[c:32]([C:37]([F:38])([F:39])[F:40])[cH:33][cH:34][cH:35][cH:36]3)[CH3:41])[c:11](=[O:23])[n:12]2[CH2:13][CH2:14][CH2:15][C:16](=[O:17])[O:18][C:19]([CH3:20])([CH3:21])[CH3:22])[cH:6][cH:7]1.[ClH:42].[O:43]1[CH2:44][CH2:45][O:46][CH2:47][CH2:48]1>>[Cl:1][c:2]1[cH:3][cH:4][c:5](-[c:8]2[n:9][n:10]([CH2:24][C:25](=[O:26])[NH:27][CH2:28][C:29]([CH3:30])([c:31]3[c:32]([C:37]([F:38])([F:39])[F:40])[cH:33][cH:34][cH:35][cH:36]3)[CH3:41])[c:11](=[O:23])[n:12]2[CH2:13][CH2:14][CH2:15][C:16](=[O:17])[OH:18])[cH:6][cH:7]1. The reactants are OCCN1CCN(CC1)CC(=O)NC=1C(=NC(=CC1SC)C)SC (2-[4-(2-hydroxyethyl)piperazin-1-yl]-N-[2,4-bis(methylthio)-6-methylpyridin-3-yl]acetamide), SC=1OC=2C(=NC=CC2)N1 (2-mercaptooxazolo[4,5-b]pyridine), OCCN1CCN(CC1)CC(=O)NC=1C(=NC(=CC1OC(C)C)C)OC(C)C (2-[4-(2-hydroxyethyl)piperazin-1-yl]-N-[2,4-bis(1-methylethoxy)-6-methylpyridin-3-yl]acetamide), SC=1NC2=C(N1)C=CC=C2 (2-mercaptobenzimidazole). Yields the product O1C(=NC2=NC=CC=C21)SCCN2CCN(CC2)CC(=O)NC=2C(=NC(=CC2OC(C)C)C)OC(C)C (2-[4-[2-(oxazolo[4,5-b]pyridin-2-ylthio)ethyl]piperazin-1-yl]-N-[2,4-bis(1-methylethoxy)-6-methylpyridin-3-yl]acetamide). RXN SMILES: OCCN1CCN(CC(NC2C(SC)=NC(C)=CC=2SC)=O)CC1.O[CH2:26][CH2:27][N:28]1[CH2:33][CH2:32][N:31]([CH2:34][C:35]([NH:37][C:38]2[C:39]([O:49][CH:50]([CH3:52])[CH3:51])=[N:40][C:41]([CH3:48])=[CH:42][C:43]=2[O:44][CH:45]([CH3:47])[CH3:46])=[O:36])[CH2:30][CH2:29]1.SC1NC2C=CC=CC=2N=1.[SH:63][C:64]1[O:65][C:66]2[C:67]([N:72]=1)=[N:68][CH:69]=[CH:70][CH:71]=2>>[O:65]1[C:66]2[C:67](=[N:68][CH:69]=[CH:70][CH:71]=2)[N:72]=[C:64]1[S:63][CH2:26][CH2:27][N:28]1[CH2:33][CH2:32][N:31]([CH2:34][C:35]([NH:37][C:38]2[C:39]([O:49][CH:50]([CH3:51])[CH3:52])=[N:40][C:41]([CH3:48])=[CH:42][C:43]=2[O:44][CH:45]([CH3:46])[CH3:47])=[O:36])[CH2:30][CH2:29]1. Reported procedure: The reaction and treatments of Example 12 were repeated, except that 2-[4-(2-hydroxyethyl)piperazin-1-yl]-N-[2,4-bis(methylthio)-6-methylpyridin-3-yl]acetamide was replaced by 2-[4-(2-hydroxyethyl)piperazin-1-yl]-N-[2,4-bis(1-methylethoxy)-6-methylpyridin-3-yl]acetamide, and 2-mercaptobenzimidazole was replaced by 2-mercaptooxazolo[4,5-b]pyridine, to thereby yield the title compound as a yellow oil. Reactants: O=C([O-])O, CCOC(C)=O, ClC(Cl)Cl, CCOC(=O)Cl, Cl, Cc1nc2sccn2c1C(=O)CN, [Na+], O. The product is CCOC(=O)NCC(=O)c1c(C)nc2sccn12. RXN SMILES: [C:27](=[O:28])([OH:29])[O-:30].[CH3:21][CH2:22][O:23][C:24](=[O:25])[CH3:26].[CH:33]([Cl:34])([Cl:35])[Cl:36].[Cl:15][C:16](=[O:17])[O:18][CH2:19][CH3:20].[ClH:1].[NH2:2][CH2:3][C:4](=[O:5])[c:6]1[c:7]([CH3:14])[n:8][c:9]2[s:10][cH:11][cH:12][n:13]12.[Na+:31].[OH2:32]>>[NH:2]([CH2:3][C:4](=[O:5])[c:6]1[c:7]([CH3:14])[n:8][c:9]2[s:10][cH:11][cH:12][n:13]12)[C:16](=[O:17])[O:18][CH2:19][CH3:20].